Dataset: the Open Reaction Database (ORD), a public repository of structured organic reaction records. Task: describe an organic reaction: reactants, conditions, products, and yield The reactants are CC(C)CN(C(CCCCN)C(=O)O)S(=O)(=O)c1ccc([N+](=O)[O-])cc1, COc1ccc(C=CC(=O)O)cc1. Product: COc1ccc(C=CC(=O)NCCCCC(C(=O)O)N(CC(C)C)S(=O)(=O)c2ccc([N+](=O)[O-])cc2)cc1. RXN SMILES: [CH2:1]([CH:2]([CH3:3])[CH3:4])[N:5]([CH:6]([CH2:7][CH2:8][CH2:9][CH2:10][NH2:11])[C:12](=[O:13])[OH:14])[S:15](=[O:16])(=[O:17])[c:18]1[cH:19][cH:20][c:21]([N+:24](=[O:25])[O-:26])[cH:22][cH:23]1.[CH3:27][O:28][c:29]1[cH:30][cH:31][c:32]([CH:33]=[CH:34][C:35]([OH:36])=[O:37])[cH:38][cH:39]1>>[CH2:1]([CH:2]([CH3:3])[CH3:4])[N:5]([CH:6]([CH2:7][CH2:8][CH2:9][CH2:10][NH:11][C:35]([CH:34]=[CH:33][c:32]1[cH:31][cH:30][c:29]([O:28][CH3:27])[cH:39][cH:38]1)=[O:36])[C:12](=[O:13])[OH:14])[S:15](=[O:16])(=[O:17])[c:18]1[cH:19][cH:20][c:21]([N+:24](=[O:25])[O-:26])[cH:22][cH:23]1.